From a dataset of the Open Reaction Database (ORD), a public repository of structured organic reaction records. describe an organic reaction: reactants, conditions, products, and yield Starting materials: C=CN1CCCC1=O (POLYCLAR AT), polyvinylpyrollidine, C(C)(=O)OC1=CC=C(C2OC3=CC(=CC(=C3CC2)OC(C)=O)OC(C)=O)C=C1 (4', 5,7-triacetoxyflavan), C1(=C(C(=O)C(=C(C1=O)Cl)Cl)Cl)Cl (chloranil), C(C)(=O)O (acetic acid). The solvent is Cl (HCl), O (H2O), Cl (HCl), CO (MeOH). Reaction conditions: time 1 hour. The product is C1=CC(=CC=C1C2=[O+]C3=CC(=CC(=C3C=C2)O)O)O.[Cl-] (apigeninidin chloride). Isolated yield 38.1%. As a reaction SMILES: C([O:4][C:5]1[CH:28]=[CH:27][C:8]([CH:9]2[CH2:18][CH2:17][C:16]3[C:11](=[CH:12][C:13]([O:23]C(=O)C)=[CH:14][C:15]=3[O:19]C(=O)C)[O:10]2)=[CH:7][CH:6]=1)(=O)C.C1(Cl)C(=O)C([Cl:37])=C(Cl)C(=O)C=1Cl.C(O)(=O)C.C=CN1C(=O)CCC1>Cl.CO.O>[CH:27]1[C:8]([C:9]2[CH:18]=[CH:17][C:16]3[C:11](=[CH:12][C:13]([OH:23])=[CH:14][C:15]=3[OH:19])[O+:10]=2)=[CH:7][CH:6]=[C:5]([OH:4])[CH:28]=1.[Cl-:37] |f:7.8|. Reported procedure: A mixture of 500 mg 4', 5,7-triacetoxyflavan, 750 mg chloranil, 25 ml acetic acid, 5 ml H2O and 1.5 ml 6 N HCl was heated with stirring at 100° for 1 hour. After cooling in ice, the solution was diluted to 250 ml with 0.01 N HCl in MeOH and passed through a 4.5 × 10 cm column of acid-treated POLYCAR AT[1] (slurry packed) (POLYCLAR AT is a trademark for polyvinylpyrollidine sold by G.A.F.). The column was washed with a second 250 ml of 0.01 N HCl in methanol and the combined eluants concentrated ... Starting materials: NC1=C(C=CC=C1)NC(C1=CC=C(C=C1)C1CCNCC1)=O (N-(2-Aminophenyl)-4-piperidin-4-ylbenzamide), C([O-])([O-])=O.[K+].[K+] (Potassium carbonate), IC (iodomethane). Run in CN(C)C=O (DMF), O (water). Run at time 3 hour. The product is NC1=C(C=CC=C1)NC(C1=CC=C(C=C1)C1CCN(CC1)C)=O (N-(2-Aminophenyl)-4-(1-methylpiperidin-4-yl)benzamide). Isolated yield 32.3%. As a reaction SMILES: [NH2:1][C:2]1[CH:7]=[CH:6][CH:5]=[CH:4][C:3]=1[NH:8][C:9](=[O:22])[C:10]1[CH:15]=[CH:14][C:13]([CH:16]2[CH2:21][CH2:20][NH:19][CH2:18][CH2:17]2)=[CH:12][CH:11]=1.[C:23](=O)([O-])[O-].[K+].[K+].IC>CN(C=O)C.O>[NH2:1][C:2]1[CH:7]=[CH:6][CH:5]=[CH:4][C:3]=1[NH:8][C:9](=[O:22])[C:10]1[CH:15]=[CH:14][C:13]([CH:16]2[CH2:21][CH2:20][N:19]([CH3:23])[CH2:18][CH2:17]2)=[CH:12][CH:11]=1 |f:1.2.3|. Procedure details: N-(2-Aminophenyl)-4-piperidin-4-ylbenzamide (Example 5, 48 mg, 0.16 mmol) was stirred and dissolved in anhydrous DMF (2 ml) at ambient temperature. Potassium carbonate (23 mg, 0.16 mmol) was added followed by iodomethane (0.01 ml, 0.16 mmol) and the mixture stirred for 3 hours. The reaction mixture was diluted with water (20 ml) and extracted with ethyl acetate. The combined extracts were washed once with brine, dried over magnesium sulfate, filtered and the solvent evaporated to give the title ... Reactants: COC(=O)C1=CC=C2C=CNC2=C1 (methyl-6-indolecarboxylate), C(CC)I (propyliodide). The product is COC(=O)C1=CC=C2C=CN(C2=C1)CCC (1-Propylindole-6-carboxylic acid methyl ester). As a reaction SMILES: [CH3:1][O:2][C:3]([C:5]1[CH:13]=[C:12]2[C:8]([CH:9]=[CH:10][NH:11]2)=[CH:7][CH:6]=1)=[O:4].[CH2:14](I)[CH2:15][CH3:16]>>[CH3:1][O:2][C:3]([C:5]1[CH:13]=[C:12]2[C:8]([CH:9]=[CH:10][N:11]2[CH2:14][CH2:15][CH3:16])=[CH:7][CH:6]=1)=[O:4]. Procedure: This compound was prepared from methyl-6-indolecarboxylate and propyliodide by the method described in Example 10, part i. The reaction mixture was worked up by removal of the dimethylformamide in vacuo and the residue partitioned between diethyl ether and water. The organic phase was further washed with water and brine, dried and evaporated. The resulting oil was purified by chromatography on flash silica eluting with petroleum spirit 40°-60° C.-diethyl ether (9:1) to give the product as a colo... Starting materials: ClCC(C(CCOC1=CC=C(C=C1)Cl)(C)C)=O (1-chloro-5-(4-chlorophenoxy)-3,3-dimethyl-2-pentanone), C([O-])([O-])=O.[K+].[K+] (potassium carbonate), N1N=CN=C1 (1,2,4-triazole). Solvent: CC(=O)C (acetone), CC(=O)C (acetone). Reaction conditions: temperature 20 celsius, time 3 hour. The product is ClC1=CC=C(OCCC(C(CN2N=CN=C2)=O)(C)C)C=C1 (5-(4-chlorophenoxy)-3,3-dimethyl-1-(1,2,4-triazol-1-yl)-2-pentanone). The yield is 49.4%. Reaction SMILES: Cl[CH2:2][C:3](=[O:17])[C:4]([CH3:16])([CH3:15])[CH2:5][CH2:6][O:7][C:8]1[CH:13]=[CH:12][C:11]([Cl:14])=[CH:10][CH:9]=1.C(=O)([O-])[O-].[K+].[K+].[NH:24]1[CH:28]=[N:27][CH:26]=[N:25]1>CC(C)=O>[Cl:14][C:11]1[CH:12]=[CH:13][C:8]([O:7][CH2:6][CH2:5][C:4]([CH3:16])([CH3:15])[C:3](=[O:17])[CH2:2][N:24]2[CH:28]=[N:27][CH:26]=[N:25]2)=[CH:9][CH:10]=1 |f:1.2.3|. Procedure: A solution of 55 g (0.2 mol) of 1-chloro-5-(4-chlorophenoxy)-3,3-dimethyl-2-pentanone in 50 ml of acetone is added dropwise to a mixture of 27.6 g (0.2 mol) of potassium carbonate and 27.6 g (0.4 mol) of 1,2,4-triazole in 400 ml of boiling acetone. The mixture is boiled for a further 3 hours, cooled down to 20° C., filtered and the filtrate is evaporated in vacuo. The oily residue is taken up in 250 ml of ethyl acetate and washed three times with 100 ml of water each time. After drying the organ... Reactants: COC=1C=C(C=CC1OC)NC1=NC(=NC2=CC=CC=C12)C ((3,4-dimethoxy-phenyl)-(2-methyl-quinazolin-4-yl)-amine), CI (methyl iodide), [H-].[Na+] (sodium hydride). Solvent: CN(C)C=O (DMF). Yields the product COC=1C=C(C=CC1OC)N(C)C1=NC(=NC2=CC=CC=C12)C ((3,4-Dimethoxy-phenyl)-(2-methyl-quinazolin-4-yl)-methylamine). RXN SMILES: [CH3:1][O:2][C:3]1[CH:4]=[C:5]([NH:11][C:12]2[C:21]3[C:16](=[CH:17][CH:18]=[CH:19][CH:20]=3)[N:15]=[C:14]([CH3:22])[N:13]=2)[CH:6]=[CH:7][C:8]=1[O:9][CH3:10].[CH3:23]I.[H-].[Na+]>CN(C=O)C>[CH3:1][O:2][C:3]1[CH:4]=[C:5]([N:11]([C:12]2[C:21]3[C:16](=[CH:17][CH:18]=[CH:19][CH:20]=3)[N:15]=[C:14]([CH3:22])[N:13]=2)[CH3:23])[CH:6]=[CH:7][C:8]=1[O:9][CH3:10] |f:2.3|. Procedure details: The title compound was prepared from (3,4-dimethoxy-phenyl)-(2-methyl-quinazolin-4-yl)-amine (288 mg, 0.98 mmol), methyl iodide (0.094 ml, 1.47 mmol), sodium hydride (60 mg, 1.5 mmol) in DMF similar to example 21 to give 70 mg (23%) of off white solids. 1H NMR (CDCl3): 7.75-7.72 (m, 1H), 7.56-7.50 (m, 1H), 7.05-6.94 (m, 2H), 6.85 (d, J=7.5 Hz, 1H), 6.76-6.71 (m, 2H), 3.92 (s, 3H)), 3.78 (s, 3H), 3.61 (s, 3H), 2.73 (s, 3H). The reactants are O=C([O-])[O-], [K+], [K+], COC(=N)c1cccc(-c2csc(N=C(N)N)n2)n1, C1CCOC1. The product is COC(=O)c1cccc(-c2csc(N=C(N)N)n2)n1. As a reaction SMILES: [C:20]([O-:21])(=[O:22])[O-:23].[K+:24].[K+:25].[NH2:1][C:2]([NH2:3])=[N:4][c:5]1[s:6][cH:7][c:8](-[c:10]2[n:11][c:12]([C:16]([O:17][CH3:18])=[NH:19])[cH:13][cH:14][cH:15]2)[n:9]1.[O:26]1[CH2:27][CH2:28][CH2:29][CH2:30]1>>[NH2:1][C:2]([NH2:3])=[N:4][c:5]1[s:6][cH:7][c:8](-[c:10]2[n:11][c:12]([C:16]([O:17][CH3:18])=[O:21])[cH:13][cH:14][cH:15]2)[n:9]1. Reactants: μ(CDCl3), C1(=CC=CC=C1)C=1N(C(=C(N1)C1=CC=CC=C1)C1=CC=CC=C1)CCCCCCCP(OCC)(=O)OCC (Diethyl 7-(2,4,5-triphenylimidazol-l-yl)heptane-phosphonate), [I-] (iodide). Solvent: C(Cl)(Cl)Cl (chloroform). Conditions: temperature -40 celsius, time 3 hour. Product: C1(=CC=CC=C1)C=1N(C(=C(N1)C1=CC=CC=C1)C1=CC=CC=C1)CCCCCCCP(O)(=O)O (7-(2,4,5-triphenylimidazol-1-yl)heptane-phosphonic acid). Yield: 51.1%. Reaction SMILES: [C:1]1([C:7]2[N:8]([CH2:24][CH2:25][CH2:26][CH2:27][CH2:28][CH2:29][CH2:30][P:31]([O:36]CC)(=[O:35])[O:32]CC)[C:9]([C:18]3[CH:23]=[CH:22][CH:21]=[CH:20][CH:19]=3)=[C:10]([C:12]3[CH:17]=[CH:16][CH:15]=[CH:14][CH:13]=3)[N:11]=2)[CH:6]=[CH:5][CH:4]=[CH:3][CH:2]=1.[I-]>C(Cl)(Cl)Cl>[C:1]1([C:7]2[N:8]([CH2:24][CH2:25][CH2:26][CH2:27][CH2:28][CH2:29][CH2:30][P:31]([OH:36])(=[O:32])[OH:35])[C:9]([C:18]3[CH:19]=[CH:20][CH:21]=[CH:22][CH:23]=3)=[C:10]([C:12]3[CH:17]=[CH:16][CH:15]=[CH:14][CH:13]=3)[N:11]=2)[CH:2]=[CH:3][CH:4]=[CH:5][CH:6]=1. Procedure details: A mixture of 2,4,5-triphenyl-1-(7-bromoheptyl)-imidazole (0.95 g) and triethyl phosphite (1.66 g) in xylene (5 ml) was heated at reflux temperature for 20 hours. The mixture was evaporated to an oil and chromatographed on silica gel (ethyl acetate/ethanol) to give diethyl 7-(2,4,5-triphenylimidazol-1-yl)heptane-phosphonate (0.37 g, 35%) as a light brown oil. NMR μ(CDCl3) 0.9-1.7 (18H, m, 6×CH2 +2×CH3), 3.9 (2H, t, CH2N), 4.1 (4H, m, 2×CH20), 7.1-7.7 (15H, m, 3×Ph) ppm. Diethyl 7-(2,4,5-triphenyl... Starting materials: CC1(NC(CCC1)(C)C)C (2,2,6,6-tetramethylpiperidine), three, resultant mixture, B(OC(C)C)(OC(C)C)OC(C)C (B(O-iPr)3), C1(CCC1)C1=C(O[Si](C)(C)C(C)(C)C)C(=CC=C1)F ((2-cyclobutyl-6-fluorophenoxy)(tert-butyl)dimethylsilane), C(C)(=O)O (Acetic acid), [Li]CCCC (n-BuLi). The solvent is C1CCOC1 (THF), C1CCOC1 (THF), O (water). Run at temperature -78 celsius, time 2 hour. Product: [Si](C)(C)(C(C)(C)C)OC=1C(=C(C=CC1C1CCC1)B(O)O)F ((3-((tert-butyldimethylsilyl)-oxy)-4-cyclobutyl-2-fluorophenyl)boronic acid). The yield is 88.1%. As a reaction SMILES: CC1(C)CCCC(C)(C)N1.[Li]CCCC.[B:16](OC(C)C)([O:21]C(C)C)[O:17]C(C)C.[CH:29]1([C:33]2[CH:46]=[CH:45][CH:44]=[C:43]([F:47])[C:34]=2[O:35][Si:36]([C:39]([CH3:42])([CH3:41])[CH3:40])([CH3:38])[CH3:37])[CH2:32][CH2:31][CH2:30]1.C(O)(=O)C>C1COCC1.O>[Si:36]([O:35][C:34]1[C:43]([F:47])=[C:44]([B:16]([OH:21])[OH:17])[CH:45]=[CH:46][C:33]=1[CH:29]1[CH2:30][CH2:31][CH2:32]1)([C:39]([CH3:42])([CH3:40])[CH3:41])([CH3:38])[CH3:37]. Procedure details: A 100 mL three neck round-bottomed flask, equipped with a stir bar, temperature probe and nitrogen inlet, was charged with 2,2,6,6-tetramethylpiperidine (1.7 mL, 10 mmol) and THF (10 mL). The mixture was cooled to −78° Celsius and treated with 2.5 M n-BuLi (4.1 mL, 10 mmol). The resultant mixture was stirred for 5 min and then warmed up to 0° Celsius for 40 min. After 40 min the reaction mixture was cooled to −78° Celsius and treated with B(O-iPr)3 (13.0 mL, 10.2 mmol) over the course of 10 min.... The reactants are Sc1ccccc1Br, O=[N+]([O-])c1ccc(Cl)c(S(=O)O)c1, Cl, [Na+], [OH-], O. The product is O=[N+]([O-])c1ccc(Sc2ccccc2Br)c(S(=O)O)c1. As a reaction SMILES: [Br:3][c:4]1[c:5]([SH:10])[cH:6][cH:7][cH:8][cH:9]1.[Cl:11][c:12]1[c:13]([S:21](=[O:22])[OH:23])[cH:14][c:15]([N+:18](=[O:19])[O-:20])[cH:16][cH:17]1.[ClH:24].[Na+:2].[OH-:1].[OH2:25]>>[Br:3][c:4]1[c:5]([S:10][c:12]2[c:13]([S:21](=[O:22])[OH:23])[cH:14][c:15]([N+:18](=[O:19])[O-:20])[cH:16][cH:17]2)[cH:6][cH:7][cH:8][cH:9]1.